From a dataset of the Open Reaction Database (ORD), a public repository of structured organic reaction records. describe an organic reaction: reactants, conditions, products, and yield The reactants are COC(=O)c1cc(S(C)(=O)=O)ccc1I, CN(C)C=O, I[Cu]I, O=C(C=Cc1ccccc1)C=Cc1ccccc1, O=C(C=Cc1ccccc1)C=Cc1ccccc1, O=C(C=Cc1ccccc1)C=Cc1ccccc1, [Pd], [Pd], CCCC[Sn](CCCC)(CCCC)c1ccccc1, c1ccc([As](c2ccccc2)c2ccccc2)cc1. Product: COC(=O)c1cc(S(C)(=O)=O)ccc1-c1ccccc1. Reaction SMILES: [CH3:1][O:2][C:3]([c:4]1[c:5]([I:14])[cH:6][cH:7][c:8]([S:10](=[O:11])(=[O:12])[CH3:13])[cH:9]1)=[O:15].[CH3:54][N:55]([CH3:56])[CH:57]=[O:58].[Cu:115]([I:116])[I:117].[O:61]=[C:62]([CH:63]=[CH:64][c:65]1[cH:66][cH:67][cH:68][cH:69][cH:70]1)[CH:71]=[CH:72][c:73]1[cH:74][cH:75][cH:76][cH:77][cH:78]1.[O:79]=[C:80]([CH:81]=[CH:82][c:83]1[cH:84][cH:85][cH:86][cH:87][cH:88]1)[CH:89]=[CH:90][c:91]1[cH:92][cH:93][cH:94][cH:95][cH:96]1.[O:97]=[C:98]([CH:99]=[CH:100][c:101]1[cH:102][cH:103][cH:104][cH:105][cH:106]1)[CH:107]=[CH:108][c:109]1[cH:110][cH:111][cH:112][cH:113][cH:114]1.[Pd:59].[Pd:60].[c:16]1([Sn:22]([CH2:23][CH2:24][CH2:25][CH3:26])([CH2:27][CH2:28][CH2:29][CH3:30])[CH2:31][CH2:32][CH2:33][CH3:34])[cH:17][cH:18][cH:19][cH:20][cH:21]1.[cH:35]1[cH:36][cH:37][c:38]([As:39]([c:40]2[cH:41][cH:42][cH:43][cH:44][cH:45]2)[c:46]2[cH:47][cH:48][cH:49][cH:50][cH:51]2)[cH:52][cH:53]1>>[CH3:1][O:2][C:3]([c:4]1[c:5](-[c:16]2[cH:17][cH:18][cH:19][cH:20][cH:21]2)[cH:6][cH:7][c:8]([S:10](=[O:11])(=[O:12])[CH3:13])[cH:9]1)=[O:15]. The reactants are [N+](=O)([O-])C=1C=C2C(=NN(C2=CC1)C1OCCCC1)C=O (5-Nitro-1-(tetrahydro-2H-pyran-2-yl)-1H-indazole-3-carbaldehyde), O1CCN(CC1)C=1C=C(C(=CC1)N)N (4-morpholinobenzene-1,2-diamine), S([O-])(O)=O.[Na+] (sodium bisulfite). Reagents/catalysts: Cl (HCl). Run in C1CCOC1 (THF), C(C)(=O)OCC (ethyl acetate). The product is [N+](=O)([O-])C=1C=C2C(=NN(C2=CC1)C1OCCCC1)C1=NC2=C(N1)C=CC(=C2)N2CCOCC2 (4-(2-(5-nitro-1-(tetrahydro-2H-pyran-2-yl)-1H-indazol-3-yl)-1H-benzo[d]imidazol-5-yl)morpholine). Isolated yield 50.0%. As a reaction SMILES: [N+:1]([C:4]1[CH:5]=[C:6]2[C:10](=[CH:11][CH:12]=1)[N:9]([CH:13]1[CH2:18][CH2:17][CH2:16][CH2:15][O:14]1)[N:8]=[C:7]2[CH:19]=O)([O-:3])=[O:2].[O:21]1[CH2:26][CH2:25][N:24]([C:27]2[CH:28]=[C:29]([NH2:34])[C:30]([NH2:33])=[CH:31][CH:32]=2)[CH2:23][CH2:22]1.S(=O)(O)[O-].[Na+]>C1COCC1.Cl.C(OCC)(=O)C>[N+:1]([C:4]1[CH:5]=[C:6]2[C:10](=[CH:11][CH:12]=1)[N:9]([CH:13]1[CH2:18][CH2:17][CH2:16][CH2:15][O:14]1)[N:8]=[C:7]2[C:19]1[NH:33][C:30]2[CH:31]=[CH:32][C:27]([N:24]3[CH2:23][CH2:22][O:21][CH2:26][CH2:25]3)=[CH:28][C:29]=2[N:34]=1)([O-:3])=[O:2] |f:2.3|. Procedure details: 5-Nitro-1-(tetrahydro-2H-pyran-2-yl)-1H-indazole-3-carbaldehyde (214 mg, 0.777 mmol) and 4-morpholinobenzene-1,2-diamine (150 mg, 0.777 mmol) were dissolved in dry THF (10 mL), and 2N HCl (1 drop) was added. The solution was heated at a gentle reflux for 30 min and then 1N sodium bisulfite (1 mL) was added. After overnight at reflux, the solution was cooled to room temperature, and diluted with ethyl acetate (40 mL). The mixture was washed with water and brine, dried over Na2SO4, and concentrate... Reactants: C(CCCCCCC)OC1=CC=C(C=O)C=C1 (4-(octyloxy)benzaldehyde), ClC=1C=C(C=CC1Cl)CCN (2-(3,4-dichlorophenyl)ethylamine). The product is ClC=1C=C(C=CC1Cl)CCNCC1=CC=C(C=C1)OCCCCCCCC (N-[2-(3,4-dichlorophenyl)ethyl]-N-[4-(octyloxy)benzyl]amine). As a reaction SMILES: [CH2:1]([O:9][C:10]1[CH:17]=[CH:16][C:13]([CH:14]=O)=[CH:12][CH:11]=1)[CH2:2][CH2:3][CH2:4][CH2:5][CH2:6][CH2:7][CH3:8].[Cl:18][C:19]1[CH:20]=[C:21]([CH2:26][CH2:27][NH2:28])[CH:22]=[CH:23][C:24]=1[Cl:25]>>[Cl:18][C:19]1[CH:20]=[C:21]([CH2:26][CH2:27][NH:28][CH2:14][C:13]2[CH:16]=[CH:17][C:10]([O:9][CH2:1][CH2:2][CH2:3][CH2:4][CH2:5][CH2:6][CH2:7][CH3:8])=[CH:11][CH:12]=2)[CH:22]=[CH:23][C:24]=1[Cl:25]. Procedure: The same procedure as employed in the preparation of Example 394 (step b) but using 4-(octyloxy)benzaldehyde and 2-(3,4-dichlorophenyl)ethylamine gave the title compound as an oil. HPLC (Condition A), Rt: 4.69 min (HPLC purity: 71.8%). Starting materials: S(O)(O)(=O)=O (Sulfuric acid), COC=1C=C2CCC(C2=CC1)=O (5-methoxy-1-indanone), [N-]=[N+]=[N-].[Na+] (sodium azide). Solvent: C1=CC=CC=C1 (benzene). Run at temperature 60 celsius. Yields the product COC=1C=C2CCNC(C2=CC1)=O (6-Methoxy-3,4-dihydro-2H-isoquinolin-1-one). RXN SMILES: S(=O)(=O)(O)O.[CH3:6][O:7][C:8]1[CH:9]=[C:10]2[C:14](=[CH:15][CH:16]=1)[C:13](=[O:17])[CH2:12][CH2:11]2.[N-:18]=[N+]=[N-].[Na+]>C1C=CC=CC=1>[CH3:6][O:7][C:8]1[CH:9]=[C:10]2[C:14](=[CH:15][CH:16]=1)[C:13](=[O:17])[NH:18][CH2:12][CH2:11]2 |f:2.3|. Procedure: Sulfuric acid (82.6 mL) was carefully added, at 0° C., to 5-methoxy-1-indanone (25 g, 154 mmol) in benzene (400 mL) followed by sodium azide (18 g, 277.4 mmol). The resulting mixture was heated at 60° C. for 24 h. After cooling at room temperature, the benzene was evaporated and the resulting mixture was diluted with water and extracted with dichloromethane. After drying of the organic layer with MgSO4, filtration and evaporation the product was obtained as a white solid after purification by ch...